Dataset: the Open Reaction Database (ORD), a public repository of structured organic reaction records. Task: describe an organic reaction: reactants, conditions, products, and yield Reactants: O1CCOC12CCC(CC2)N2CCC1(CC2)CN(CC2=CC=CC=C21)C(C)=O (1-(1′-(1,4-dioxaspiro[4.5]decan-8-yl)-1H-spiro[isoquinoline-4,4′-piperidine]-2(3H)-yl)ethanone), [OH-].[K+] (KOH). The solvent is CC(=O)O (AcOH), O (water). The product is C(C)(=O)N1CC2=CC=CC=C2C2(CCN(CC2)C2CCC(CC2)=O)C1 (4-(2-acetyl-2,3-dihydro-1H-spiro[isoquinoline-4,4′-piperidine]-1′-yl)cyclohexanone). Yield: 70.8%. RXN SMILES: O1[C:5]2([CH2:10][CH2:9][CH:8]([N:11]3[CH2:16][CH2:15][C:14]4([C:25]5[C:20](=[CH:21][CH:22]=[CH:23][CH:24]=5)[CH2:19][N:18]([C:26](=[O:28])[CH3:27])[CH2:17]4)[CH2:13][CH2:12]3)[CH2:7][CH2:6]2)[O:4]CC1.[OH-].[K+]>CC(O)=O.O>[C:26]([N:18]1[CH2:17][C:14]2([CH2:13][CH2:12][N:11]([CH:8]3[CH2:9][CH2:10][C:5](=[O:4])[CH2:6][CH2:7]3)[CH2:16][CH2:15]2)[C:25]2[C:20](=[CH:21][CH:22]=[CH:23][CH:24]=2)[CH2:19]1)(=[O:28])[CH3:27] |f:1.2|. Reported procedure: 1-(1′-(1,4-dioxaspiro[4.5]decan-8-yl)-1H-spiro[isoquinoline-4,4′-piperidine]-2(3H)-yl)ethanone 6d (350 mg; 0.83 mmol.) was dissolved in 80% aq. AcOH (20 mL) and the solution was refluxed overnight. The reaction mixture was diluted with water (20 mL), cooled on an ice bath and neutralized by addition of solid KOH. The resulting suspension was extracted with DCM (3×30 mL) and the combined organic extracts were dried on Na2SO4 and concentrated to provide the crude 4-(2-acetyl-2,3-dihydro-1H-spiro[i... Reactants: C([O-])([O-])=O.[K+].[K+] (potassium carbonate), BrCCCl (1-bromo-2-chloroethane), [Se]1(C=NC2=C1C=CC=C2)=O (benzoselenazolinone). Solvent: CN(C=O)C (dimethylformamide). Run at temperature 50 celsius, time 6 hour. Product: ClCCN1C[Se](C2=C1C=CC=C2)=O (3-(2-Chloroethyl)Benzoselenazolinone). As a reaction SMILES: C(=O)([O-])[O-].[K+].[K+].Br[CH2:8][CH2:9][Cl:10].[Se:11]1(=[O:20])[C:15]2[CH:16]=[CH:17][CH:18]=[CH:19][C:14]=2[N:13]=[CH:12]1>CN(C)C=O>[Cl:10][CH2:9][CH2:8][N:13]1[C:14]2[CH:19]=[CH:18][CH:17]=[CH:16][C:15]=2[Se:11](=[O:20])[CH2:12]1 |f:0.1.2|. Reported procedure: 0.06 mol of potassium carbonate and then 0.015 mol of 1-bromo-2-chloroethane are added to a solution of 0.015 mol of benzoselenazolinone in 30 cm3 of dimethylformamide. The mixture is heated to 50° C. with stirring for six hours. The inorganic precipitate is drained and then washed with dimethyl formamide. The DMF is evaporated off under reduced pressure and the residue is taken up with water. An extraction with ether is then carried out. The organic phase is dried over sodium sulfate and then f...